From a dataset of the Open Reaction Database (ORD), a public repository of structured organic reaction records. describe an organic reaction: reactants, conditions, products, and yield Starting materials: C[N+]1(CC[C@@]23C=C[C@@H](C[C@@H]2OC4=C(C=CC(=C34)C1)OC)O)[O-] (galanthamine N-oxide), FeSO4. Solvent: CO (methanol). Product: CN1CC[C@@]23C=C[C@@H](C[C@@H]2OC=4C3=C(C=CC4OC)C1)O (galanthamine). Reaction SMILES: [CH3:1][N+:2]1([O-])[CH2:18][C:16]2=[C:17]3[C:12](=[C:13]([O:19][CH3:20])[CH:14]=[CH:15]2)[O:11][C@@H:10]2[C@:5]3([CH:6]=[CH:7][C@H:8]([OH:21])[CH2:9]2)[CH2:4][CH2:3]1>CO>[CH3:1][N:2]1[CH2:18][C:16]2[CH:15]=[CH:14][C:13]([O:19][CH3:20])=[C:12]3[C:17]=2[C@:5]2([C@@H:10]([O:11]3)[CH2:9][C@@H:8]([OH:21])[CH:7]=[CH:6]2)[CH2:4][CH2:3]1. Procedure: A solution of 1.73 g (5.7 mmoles) of galanthamine N-oxide and 3.17 g (11,4 mmoles, 2 eq) of FeSO4 --7H2O in 100ml of methanol is agitated under argon for 1.5 hours at 10° C. After the evaporation of the solvent, the residue is taken up again in dichloromethane, treated with a saturated aqueous solution of sodium hydrogencarbonate and extracted three times with dichloromethane. The organic phases are collected and washed with a saturated aqueous solution of sodium chloride, dried on sodium sulfat... Starting materials: C1(=CC=CC=C1)C (toluene), compound 40A, S(=O)(Cl)Cl (thionylchloride), OC1=CC=C(C=O)C=C1 (4-hydroxybenzaldehyde), 4-diaminopyridine, N1=CC=CC=C1 (pyridine), C(CC(=O)O)(=O)O (malonic acid), N1CCCC1 (pyrrolidine). The solvent is CN(C)C=O (DMF), CO (MeOH). Run at temperature 75 celsius, time 2 hour. Yields the product C(#N)CCCCOC1=CC=C(C(=O)OC2=CC=C(C=C2)/C=C/C(=O)O)C=C1 ((2E)-3-(4-{[4-(4-cyanobutoxy)benzoyl]oxy}phenyl)prop-2-enoic acid). Reaction SMILES: S(Cl)(Cl)=[O:2].[OH:5][C:6]1[CH:13]=[CH:12][C:9]([CH:10]=[O:11])=[CH:8][CH:7]=1.[N:14]1[CH:19]=[CH:18][CH:17]=[CH:16][CH:15]=1.[C:20]([OH:26])(=[O:25])[CH2:21][C:22](O)=O.N1CCCC1.[C:32]1(C)[CH:37]=[CH:36][CH:35]=[CH:34][CH:33]=1>CO.CN(C=O)C>[C:19]([CH2:18][CH2:17][CH2:16][CH2:15][O:5][C:6]1[CH:13]=[CH:12][C:9]([C:10]([O:2][C:32]2[CH:37]=[CH:36][C:35](/[CH:22]=[CH:21]/[C:20]([OH:26])=[O:25])=[CH:34][CH:33]=2)=[O:11])=[CH:8][CH:7]=1)#[N:14]. Procedure: 17.9 g (82 mmol) of compound 40A is suspended in 56 mL of toluene and few drops of DMF are added. The suspension is heated up to 75° C. and 10.7 g (90 mmol) of thionylchloride are added. After 2 hours, the excess of thionylchloride is removed under pressure. The solution is cooled down to room temperature. 10.2 g (83 mmol) of 4-hydroxybenzaldehyde, 0.5 g (4 mmol) of 4-diaminopyridine and 28 g (355 mmol) of pyridine are added. After 3 hours, 14.5 g (140 mmol) of malonic acid and 3 g (42 mmol) of ... The reactants are 3, [I-].[K+] (potassium iodide), CN(C=O)C (N,N-dimethlformamide), C=1(C(=CC=CC1)O)C=1C(=CC=CC1)O (biphenyl-2,2′-diol), C1(OCCO1)=O (ethylene carbonate), C(C)(=O)OCC (ethyl acetate). Conditions: temperature 140 celsius, time 4 hour. The product is OCCOC1=C(C=CC=C1)C1=C(C=CC=C1)OCCO (2-[2′-(2-hydroxyethoxy)biphenyl-2-yloxy]ethanol). Reaction SMILES: [C:1]1([C:8]2[C:9]([OH:14])=[CH:10][CH:11]=[CH:12][CH:13]=2)[C:2]([OH:7])=[CH:3][CH:4]=[CH:5][CH:6]=1.C1(=O)[O:19][CH2:18][CH2:17]O1.[I-].[K+].CN(C)C=O.[C:28](OCC)(=[O:30])[CH3:29]>>[OH:30][CH2:28][CH2:29][O:14][C:9]1[CH:10]=[CH:11][CH:12]=[CH:13][C:8]=1[C:1]1[CH:6]=[CH:5][CH:4]=[CH:3][C:2]=1[O:7][CH2:17][CH2:18][OH:19] |f:2.3|. Procedure details: To a 12000 ml 3 neck round bottom equipped with an overhead stirrer, heating mantle, temperature probe, and condenser with gas bubbler was added 2421 g. biphenyl-2,2′-diol (XI), 2519 g. ethylene carbonate, 24.2 g. potassium iodide, and 50 g. N,N-dimethlformamide (DMF). The reaction was stirred well and heated to 140° C. The reaction was monitored by the amount of gas released and gas chromatography (GC). After 4 hours the reaction was ˜70% starting material. The temperature was increased to 150°... Procedure details: 4-Chloro-1-methyl-7-(4-nitrophenoxy)-2-indoloylguanidine obtained as the intermediate in Example 193 was converted into the hydrochloride with hydrogen chloride/methanol to give 4-chloro-1-methyl-7-(4-nitrophenoxy)-2-indoloylguanidine hydrochloride. The reactants are ClC1=C2C=C(NC2=C(C=C1)OC1=CC=C(C=C1)[N+](=O)[O-])C(=O)N=C(NC)N (4-Chloro-1-methyl-7-(4-nitrophenoxy)-2-indoloylguanidine), Cl.CO (hydrogen chloride methanol). As a reaction SMILES: [Cl:1][C:2]1[CH:10]=[CH:9][C:8]([O:11][C:12]2[CH:17]=[CH:16][C:15]([N+:18]([O-:20])=[O:19])=[CH:14][CH:13]=2)=[C:7]2[C:3]=1[CH:4]=[C:5]([C:21]([N:23]=[C:24]([NH2:27])[NH:25][CH3:26])=[O:22])[NH:6]2.Cl.CO>>[ClH:1].[Cl:1][C:2]1[CH:10]=[CH:9][C:8]([O:11][C:12]2[CH:17]=[CH:16][C:15]([N+:18]([O-:20])=[O:19])=[CH:14][CH:13]=2)=[C:7]2[C:3]=1[CH:4]=[C:5]([C:21]([N:23]=[C:24]([NH2:27])[NH:25][CH3:26])=[O:22])[NH:6]2 |f:1.2,3.4|. The product is Cl.ClC1=C2C=C(NC2=C(C=C1)OC1=CC=C(C=C1)[N+](=O)[O-])C(=O)N=C(NC)N (4-chloro-1-methyl-7-(4-nitrophenoxy)-2-indoloylguanidine hydrochloride). The product is Nc1nc(-c2cn3c(n2)-c2cc(-c4cncnc4)ccc2OCC3)n(-c2ccccc2Cl)n1. RXN SMILES: [Br:1][c:2]1[cH:3][cH:4][c:5]2[c:6]([cH:28]1)-[c:7]1[n:8]([cH:12][c:13](-[c:15]3[n:16][c:17]([NH2:27])[n:18][n:19]3-[c:20]3[c:21]([Cl:26])[cH:22][cH:23][cH:24][cH:25]3)[n:14]1)[CH2:9][CH2:10][O:11]2.[C:38](=[O:39])([O-:40])[O-:41].[Cs+:42].[Cs+:43].[O:45]1[CH2:46][CH2:47][O:48][CH2:49][CH2:50]1.[OH2:44].[n:29]1[cH:30][n:31][cH:32][c:33]([B:35]([OH:36])[OH:37])[cH:34]1>>[c:2]1(-[c:33]2[cH:32][n:31][cH:30][n:29][cH:34]2)[cH:3][cH:4][c:5]2[c:6]([cH:28]1)-[c:7]1[n:8]([cH:12][c:13](-[c:15]3[n:16][c:17]([NH2:27])[n:18][n:19]3-[c:20]3[c:21]([Cl:26])[cH:22][cH:23][cH:24][cH:25]3)[n:14]1)[CH2:9][CH2:10][O:11]2. The reactants are Nc1nc(-c2cn3c(n2)-c2cc(Br)ccc2OCC3)n(-c2ccccc2Cl)n1, O=C([O-])[O-], [Cs+], [Cs+], C1COCCO1, O, OB(O)c1cncnc1. Starting materials: COc1cc(N2CCC(N3CCOCC3)CC2)ccc1N, CS(=O)c1ncc2ccc(-n3cccn3)n2n1, COCC(C)O, CS(C)=O, CCN(C(C)C)C(C)C. Yields the product COc1cc(N2CCC(N3CCOCC3)CC2)ccc1Nc1ncc2ccc(-n3cccn3)n2n1. Reaction SMILES: [CH3:1][O:2][c:3]1[c:4]([NH2:21])[cH:5][cH:6][c:7]([N:9]2[CH2:10][CH2:11][CH:12]([N:15]3[CH2:16][CH2:17][O:18][CH2:19][CH2:20]3)[CH2:13][CH2:14]2)[cH:8]1.[CH3:22][S:23](=[O:24])[c:25]1[n:26][n:27]2[c:28]([cH:29][n:30]1)[cH:31][cH:32][c:33]2-[n:34]1[n:35][cH:36][cH:37][cH:38]1.[CH3:48][O:49][CH2:50][CH:51]([OH:52])[CH3:53].[CH3:54][S:55]([CH3:56])=[O:57].[CH:39]([N:40]([CH2:41][CH3:42])[CH:43]([CH3:44])[CH3:45])([CH3:46])[CH3:47]>>[CH3:1][O:2][c:3]1[c:4]([NH:21][c:25]2[n:26][n:27]3[c:28]([cH:29][n:30]2)[cH:31][cH:32][c:33]3-[n:34]2[n:35][cH:36][cH:37][cH:38]2)[cH:5][cH:6][c:7]([N:9]2[CH2:10][CH2:11][CH:12]([N:15]3[CH2:16][CH2:17][O:18][CH2:19][CH2:20]3)[CH2:13][CH2:14]2)[cH:8]1.